From a dataset of the Open Reaction Database (ORD), a public repository of structured organic reaction records. describe an organic reaction: reactants, conditions, products, and yield The reactants are COc1ccc(C=CC(=O)O)cc1, CCN=C=NCCCN(C)C, Cc1ccc(S(=O)(=O)O)cc1, CO, O=[N+]([O-])c1cc2c(c3ccc(S(=O)(=O)NCCO)cc13)C(CCl)CN2, Cl, O. Product: COc1ccc(C=CC(=O)N2CC(CCl)c3c2cc([N+](=O)[O-])c2cc(S(=O)(=O)NCCO)ccc32)cc1. As a reaction SMILES: [CH3:26][O:27][c:28]1[cH:29][cH:30][c:31]([CH:32]=[CH:33][C:34](=[O:35])[OH:36])[cH:37][cH:38]1.[CH3:39][CH2:40][N:41]=[C:42]=[N:43][CH2:44][CH2:45][CH2:46][N:47]([CH3:48])[CH3:49].[CH3:50][c:51]1[cH:52][cH:53][c:54]([S:55]([OH:56])(=[O:57])=[O:58])[cH:59][cH:60]1.[CH3:61][OH:62].[Cl:1][CH2:2][CH:3]1[CH2:4][NH:5][c:6]2[cH:7][c:8]([N+:23](=[O:24])[O-:25])[c:9]3[c:10]([c:11]21)[cH:12][cH:13][c:14]([S:16](=[O:17])(=[O:18])[NH:19][CH2:20][CH2:21][OH:22])[cH:15]3.[ClH:63].[OH2:64]>>[Cl:1][CH2:2][CH:3]1[CH2:4][N:5]([C:34]([CH:33]=[CH:32][c:31]2[cH:30][cH:29][c:28]([O:27][CH3:26])[cH:38][cH:37]2)=[O:35])[c:6]2[cH:7][c:8]([N+:23](=[O:24])[O-:25])[c:9]3[c:10]([c:11]21)[cH:12][cH:13][c:14]([S:16](=[O:17])(=[O:18])[NH:19][CH2:20][CH2:21][OH:22])[cH:15]3. RXN SMILES: [Al+3:30].[CH2:35]1[O:36][CH2:37][CH2:38][CH2:39]1.[CH3:24][CH2:25][O:26][CH2:27][CH3:28].[F:1][c:2]1[cH:3][cH:4][c:5]([CH2:8][CH2:9][c:10]2[cH:11][c:12](-[c:16]3[cH:17][c:18]([C:19]#[N:20])[cH:21][cH:22][cH:23]3)[n:13][n:14]2[CH3:15])[cH:6][cH:7]1.[H-:29].[H-:32].[H-:33].[H-:34].[Li+:31]>>[F:1][c:2]1[cH:3][cH:4][c:5]([CH2:8][CH2:9][c:10]2[cH:11][c:12](-[c:16]3[cH:17][c:18]([CH:19]([NH2:20])[CH3:24])[cH:21][cH:22][cH:23]3)[n:13][n:14]2[CH3:15])[cH:6][cH:7]1. Yields the product CC(N)c1cccc(-c2cc(CCc3ccc(F)cc3)n(C)n2)c1. The reactants are [Al+3], C1CCOC1, CCOCC, Cn1nc(-c2cccc(C#N)c2)cc1CCc1ccc(F)cc1, [H-], [H-], [H-], [H-], [Li+]. Reactants: C1(=CC=CC=C1)NO (N-phenyl hydroxylamine), FC(F)(F)N=C=O (trifluoromethyl isocyanate), CCCCC (Pentane). Solvent: CCOCC (ether), C(C)OCC (diethyl ether). Run at time 1 hour. Product: FC(NC(=O)N(O)C1=CC=CC=C1)(F)F (1-trifluoromethyl-3-phenyl-3-hydroxyurea). As a reaction SMILES: [F:1][C:2]([N:5]=[C:6]=[O:7])([F:4])[F:3].[C:8]1([NH:14][OH:15])[CH:13]=[CH:12][CH:11]=[CH:10][CH:9]=1.CCCCC>C(OCC)C>[F:1][C:2]([F:4])([F:3])[NH:5][C:6]([N:14]([C:8]1[CH:13]=[CH:12][CH:11]=[CH:10][CH:9]=1)[OH:15])=[O:7]. Reported procedure: A solution of trifluoromethyl isocyanate (11.1 grams, 0.1 mol) in diethyl ether (35 ml) is added dropwise, with stirring to a solution of N-phenyl hydroxylamine (10.9 grams; 0.1 mol) in ether (60 ml) at room temperature. Stirring is continued for a period of about 1 hour resulting in a precipitate. Pentane is added to the mixture to form additional precipitate. The precipitate is then recovered by filtration, is washed and dried to yield 1-trifluoromethyl-3-phenyl-3-hydroxyurea. Reactants: C(C1=CC=CC=C1)OC1=CC=C(C=C1)C[C@@H](C(=O)N[C@@H](CO)C1=CC=CC=C1)OCC (3-(4-Benzyloxyphenyl)-(S)-2-ethoxy-N-(2-hydroxy-(R)-1-phenylethyl)propanoic amide), S(O)(O)(=O)=O (sulfuric acid). Run in O (water), O1CCOCC1 (dioxane). The product is C(C1=CC=CC=C1)OC1=CC=C(C=C1)C[C@@H](C(=O)O)OCC (3-(4-Benzyloxyphenyl)-(S)-2-ethoxypropanoic acid). As a reaction SMILES: [CH2:1]([O:8][C:9]1[CH:14]=[CH:13][C:12]([CH2:15][C@H:16]([O:29][CH2:30][CH3:31])[C:17](N[C@H](C2C=CC=CC=2)CO)=[O:18])=[CH:11][CH:10]=1)[C:2]1[CH:7]=[CH:6][CH:5]=[CH:4][CH:3]=1.S(=O)(=O)(O)[OH:33]>O.O1CCOCC1>[CH2:1]([O:8][C:9]1[CH:10]=[CH:11][C:12]([CH2:15][C@H:16]([O:29][CH2:30][CH3:31])[C:17]([OH:18])=[O:33])=[CH:13][CH:14]=1)[C:2]1[CH:3]=[CH:4][CH:5]=[CH:6][CH:7]=1. Reported procedure: 3-(4-Benzyloxyphenyl)-(S)-2-ethoxy-N-(2-hydroxy-(R)-1-phenylethyl)propanoic amide (8.9 g; 21.22 in mole) was hydrolyzed with concentrated sulfuric acid (27 ml) in water (104 ml) and dioxane (104 ml) at 90° C. for 5 hours. The reaction mixture was poured onto water (220 ml) and extracted with ethyl acetate. The organic phase was washed with brine, dried (sodium sulfate) and the solvent was evaporated in vacuo to give 6.85 g of a mixture of 3-(4-benzyloxyphenyl)-2-(S)-ethoxypropanoic acid and (S)-... Reactants: COC1=C(C=CC(=C1)CCN1CCN(CC1)C1=NC=CC=C1)O (2-methoxy-4-[2-(4-pyridin-2-yl-piperazin-1-yl)ethyl)phenol), C([O-])([O-])=O.[Cs+].[Cs+] (cesium carbonate), CN(C(=O)Cl)C (dimethylcarbamyl chloride). The solvent is C(C)(=O)OCC (ethyl acetate), C(C)#N.ClCCl (acetonitrile dichloromethane). Conditions: time 18 hour. The product is Cl.COC1=C(C=CC(=C1)CCN1CCN(CC1)C1=NC=CC=C1)OC(N(C)C)=O (Dimethylcarbamic Acid 2-methoxy-4-[2-(4-pyridin-2-yl-piperazin-1-yl)ethyl]phenyl Ester Hydrochloride). Isolated yield 67.0%. Reaction SMILES: [CH3:1][O:2][C:3]1[CH:8]=[C:7]([CH2:9][CH2:10][N:11]2[CH2:16][CH2:15][N:14]([C:17]3[CH:22]=[CH:21][CH:20]=[CH:19][N:18]=3)[CH2:13][CH2:12]2)[CH:6]=[CH:5][C:4]=1[OH:23].C(=O)([O-])[O-].[Cs+].[Cs+].[CH3:30][N:31]([CH3:35])[C:32]([Cl:34])=[O:33]>C(#N)C.ClCCl.C(OCC)(=O)C>[ClH:34].[CH3:1][O:2][C:3]1[CH:8]=[C:7]([CH2:9][CH2:10][N:11]2[CH2:12][CH2:13][N:14]([C:17]3[CH:22]=[CH:21][CH:20]=[CH:19][N:18]=3)[CH2:15][CH2:16]2)[CH:6]=[CH:5][C:4]=1[O:23][C:32](=[O:33])[N:31]([CH3:35])[CH3:30] |f:1.2.3,5.6,8.9|. Procedure: To a solution of 2-methoxy-4-[2-(4-pyridin-2-yl-piperazin-1-yl)ethyl)phenol (1.0 g) and cesium carbonate (1.0 g) in 25% acetonitrile/dichloromethane was added dimethylcarbamyl chloride (0.7 g), and the reaction mixture was stirred for 18 hrs, under nitrogen. The reaction mixture was diluted with ethyl acetate, and washed with brine, dried over anhydrous sodium sulfate, and concentrated. The residue was flash chromatographed (silica) eluting with 2% methanol/dichloromethane. The appropriate fract...